From a dataset of the Open Reaction Database (ORD), a public repository of structured organic reaction records. describe an organic reaction: reactants, conditions, products, and yield Reactants: CN1C(NC(C(=C1)C1C2=C(C=CC3=NC=CC=C31)C=C(C=C2)C)=O)=O ((±)-1-Methyl-5-[8-methyl-5H-benzo[4,5]cyclohepta[1,2-b]pyridin-5-yl]-2,4-(1H,3H)pyrimidinedione), COC=1C=CC(=CC1)P2(=S)SP(=S)(S2)C=3C=CC(=CC3)OC (Lawesson's reagent). Yields the product CN1C(NC(C(=C1)C1C2=C(C=CC3=NC=CC=C31)C=C(C=C2)C)=S)=O ((±)-1-Methyl-5-[8-methyl-5H-benzo[4,5]cyclohepta[1,2-b]pyridin-5-yl]-3,4-dihydro-4-thioxo-2(1H)-pyrimidinone). RXN SMILES: [CH3:1][N:2]1[CH:7]=[C:6]([CH:8]2[C:18]3[C:13](=[N:14][CH:15]=[CH:16][CH:17]=3)[CH:12]=[CH:11][C:10]3[CH:19]=[C:20]([CH3:23])[CH:21]=[CH:22][C:9]2=3)[C:5](=O)[NH:4][C:3]1=[O:25].COC1C=CC(P2(SP(C3C=CC(OC)=CC=3)(=S)S2)=[S:35])=CC=1>>[CH3:1][N:2]1[CH:7]=[C:6]([CH:8]2[C:18]3[C:13](=[N:14][CH:15]=[CH:16][CH:17]=3)[CH:12]=[CH:11][C:10]3[CH:19]=[C:20]([CH3:23])[CH:21]=[CH:22][C:9]2=3)[C:5](=[S:35])[NH:4][C:3]1=[O:25]. Reported procedure: The title compound was prepared from the product of step (i) (0.2 g) and Lawesson's reagent (0.29 g) according to the method of example 2 step (ii). Purification was by chromatography eluting with 50% acetone in isohexane followed by trituration with isohexane/ethyl acetate.